From a dataset of the Open Reaction Database (ORD), a public repository of structured organic reaction records. describe an organic reaction: reactants, conditions, products, and yield The reactants are O=C([O-])[O-], COC(=O)c1cc2ccc(N)cc2s1, CCOC(C)=O, O=C(Cl)CCl, [Na+], [Na+], CN(C)C=O. Yields the product COC(=O)c1cc2ccc(NC(=O)CCl)cc2s1. RXN SMILES: [C:15](=[O:16])([O-:17])[O-:18].[CH3:1][O:2][C:3](=[O:4])[c:5]1[cH:6][c:7]2[c:8]([s:9]1)[cH:10][c:11]([NH2:14])[cH:12][cH:13]2.[CH3:31][CH2:32][O:33][C:34]([CH3:35])=[O:36].[Cl:21][CH2:22][C:23](=[O:24])[Cl:25].[Na+:19].[Na+:20].[O:26]=[CH:27][N:28]([CH3:29])[CH3:30]>>[CH3:1][O:2][C:3](=[O:4])[c:5]1[cH:6][c:7]2[c:8]([s:9]1)[cH:10][c:11]([NH:14][C:23]([CH2:22][Cl:21])=[O:24])[cH:12][cH:13]2. Yields the product Cc1ccc(NC(=O)OC(C)(C)C)cc1Oc1ccc(N)nc1. As a reaction SMILES: [C:28].[CH3:1][c:2]1[c:3]([O:16][c:17]2[cH:18][n:19][c:20]([N+:23]([O-:24])=[O:25])[cH:21][cH:22]2)[cH:4][c:5]([NH:8][C:9]([O:10][C:11]([CH3:12])([CH3:13])[CH3:14])=[O:15])[cH:6][cH:7]1.[CH3:26][OH:27].[Pd:29]>>[CH3:1][c:2]1[c:3]([O:16][c:17]2[cH:18][n:19][c:20]([NH2:23])[cH:21][cH:22]2)[cH:4][c:5]([NH:8][C:9]([O:10][C:11]([CH3:12])([CH3:13])[CH3:14])=[O:15])[cH:6][cH:7]1. Reactants: C, Cc1ccc(NC(=O)OC(C)(C)C)cc1Oc1ccc([N+](=O)[O-])nc1, CO, [Pd]. Starting materials: COC(=O)NC(C(=O)N1CCCC1C(=O)OCc1ccccc1)C1CCCCC1, CO. Product: COC(=O)NC(C(=O)N1CCCC1C(=O)O)C1CCCCC1. As a reaction SMILES: [CH2:1]([c:2]1[cH:3][cH:4][cH:5][cH:6][cH:7]1)[O:8][C:9](=[O:10])[CH:11]1[N:12]([C:16]([CH:17]([CH:18]2[CH2:19][CH2:20][CH2:21][CH2:22][CH2:23]2)[NH:24][C:25](=[O:26])[O:27][CH3:28])=[O:29])[CH2:13][CH2:14][CH2:15]1.[CH3:30][OH:31]>>[O:8]=[C:9]([OH:10])[CH:11]1[N:12]([C:16]([CH:17]([CH:18]2[CH2:19][CH2:20][CH2:21][CH2:22][CH2:23]2)[NH:24][C:25](=[O:26])[O:27][CH3:28])=[O:29])[CH2:13][CH2:14][CH2:15]1. Reactants: C1(=CC=CC=C1)CC(C)=O (1-phenylpropan-2-one), [Na] (sodium), O (water), C(=O)OCC (ethyl formate). Run in C(C)OCC (diethyl ether). Conditions: time 8 hour. The product is O/C=C/C(CC1=CC=CC=C1)=O ((3E)-4-hydroxy-1-phenylbut-3-en-2-one). Isolated yield 56.9%. Reaction SMILES: [C:1]1([CH2:7][C:8](=[O:10])[CH3:9])[CH:6]=[CH:5][CH:4]=[CH:3][CH:2]=1.[Na].[CH:12](OCC)=[O:13].O>C(OCC)C>[OH:13]/[CH:12]=[CH:9]/[C:8](=[O:10])[CH2:7][C:1]1[CH:6]=[CH:5][CH:4]=[CH:3][CH:2]=1 |^1:10|. Reported procedure: To a solution of 1-phenylpropan-2-one (1.78 g, 13 mmol) in anhydrous diethyl ether (50 ml) containing sodium cut in small pieces (299 mg, 13 mmol), ethyl formate (1.4 g, 20 mmol) was added slowly with stirring and ice-cooling. After standing overnight at rt, water was added, and the ether layer was washed with water. The organic phase was dried, concentrated, and purified by flash column chromatography (PE/EtOAc=10:1) to give the title compound (1.2 g, 57%) as a yellow oil. Reactants: O=C(c1ncc[nH]1)c1ncc[nH]1, C1CCOC1, O, OCc1ccccc1, O=C(O)c1cc2ccccc2[nH]1. RXN SMILES: [C:13]([c:14]1[nH:15][cH:16][cH:17][n:18]1)([c:19]1[nH:20][cH:21][cH:22][n:23]1)=[O:24].[CH2:34]1[O:35][CH2:36][CH2:37][CH2:38]1.[OH2:33].[OH:25][CH2:26][c:27]1[cH:28][cH:29][cH:30][cH:31][cH:32]1.[nH:1]1[c:2]([C:10](=[O:11])[OH:12])[cH:3][c:4]2[cH:5][cH:6][cH:7][cH:8][c:9]12>>[nH:1]1[c:2]([C:10](=[O:11])[O:12][CH2:26][c:27]2[cH:28][cH:29][cH:30][cH:31][cH:32]2)[cH:3][c:4]2[cH:5][cH:6][cH:7][cH:8][c:9]12. Yields the product O=C(OCc1ccccc1)c1cc2ccccc2[nH]1. Starting materials: Intermediate 264I, CC1(COB(OC1)C1=C(C=C(C(=O)OC)C=C1)C(=O)OCC1=CC=CC=C1)C (3-benzyl 1-methyl 4-(5,5-dimethyl-1,3,2-dioxaborinan-2-yl)isophthalate), BrC=1N(C=C(N1)C(=O)N(CCCC)CCCC)COCC[Si](C)(C)C (2-bromo-N,N-dibutyl-1-((2-(trimethylsilyl)ethoxy)methyl)-1H-imidazole-4-carboxamide). Product: C(CCC)N(C(=O)C=1N=C(N(C1)COCC[Si](C)(C)C)C1=C(C=C(C(=O)OC)C=C1)C(=O)OCC1=CC=CC=C1)CCCC (3-Benzyl 1-methyl 4-(4-(dibutylcarbamoyl)-1-((2-(trimethylsilyl) ethoxy)methyl)-1H-imidazol-2-yl)isophthalate). Yield: 62.7%. As a reaction SMILES: CC1(C)COB([C:8]2[CH:17]=[CH:16][C:11]([C:12]([O:14][CH3:15])=[O:13])=[CH:10][C:9]=2[C:18]([O:20][CH2:21][C:22]2[CH:27]=[CH:26][CH:25]=[CH:24][CH:23]=2)=[O:19])OC1.Br[C:30]1[N:31]([CH2:46][O:47][CH2:48][CH2:49][Si:50]([CH3:53])([CH3:52])[CH3:51])[CH:32]=[C:33]([C:35]([N:37]([CH2:42][CH2:43][CH2:44][CH3:45])[CH2:38][CH2:39][CH2:40][CH3:41])=[O:36])[N:34]=1>>[CH2:38]([N:37]([CH2:42][CH2:43][CH2:44][CH3:45])[C:35]([C:33]1[N:34]=[C:30]([C:8]2[CH:17]=[CH:16][C:11]([C:12]([O:14][CH3:15])=[O:13])=[CH:10][C:9]=2[C:18]([O:20][CH2:21][C:22]2[CH:23]=[CH:24][CH:25]=[CH:26][CH:27]=2)=[O:19])[N:31]([CH2:46][O:47][CH2:48][CH2:49][Si:50]([CH3:52])([CH3:51])[CH3:53])[CH:32]=1)=[O:36])[CH2:39][CH2:40][CH3:41]. Procedure details: Following a procedure analogous to that for the synthesis of Intermediate 264I, 3-benzyl 1-methyl 4-(5,5-dimethyl-1,3,2-dioxaborinan-2-yl)isophthalate (1.76 g, 4.62 mmol) and 2-bromo-N,N-dibutyl-1-((2-(trimethylsilyl)ethoxy)methyl)-1H-imidazole-4-carboxamide (1.0 g, 2.31 mmol) were converted to the title compound (900 mg, 62%). 1H NMR (CDCl3) δ 8.66 (d, J=1.6 Hz, 1H), 8.23 (dd, J=8.0, 1.6 Hz, 1H), 7.62 (s, 1H), 7.58 (d, J=7.6 Hz, 1H), 7.36-7.32 (m, 3H), 7.25-7.23 (m, 2H), 5.14 (s, 2H), 4.87 (s, ... Reactants: CC(C)(C)OC(=O)NN, ClCCCl, COCCN(CC1CC1C)c1cc(C(=O)O)cc(N(C)S(C)(=O)=O)n1, CCOC(C)=O, CCN(C(C)C)C(C)C, ClCCl, On1nnc2cccnc21. The product is COCCN(CC1CC1C)c1cc(C(=O)NNC(=O)OC(C)(C)C)cc(N(C)S(C)(=O)=O)n1. RXN SMILES: [C:35](=[O:36])([O:37][C:38]([CH3:39])([CH3:40])[CH3:41])[NH:42][NH2:43].[CH2:54]([Cl:55])[CH2:56][Cl:57].[CH3:1][O:2][CH2:3][CH2:4][N:5]([c:6]1[cH:7][c:8]([C:9](=[O:10])[OH:11])[cH:12][c:13]([N:15]([S:16](=[O:17])(=[O:18])[CH3:19])[CH3:20])[n:14]1)[CH2:21][CH:22]1[CH:23]([CH3:25])[CH2:24]1.[CH3:61][CH2:62][O:63][C:64]([CH3:65])=[O:66].[CH:26]([N:27]([CH:28]([CH3:29])[CH3:30])[CH2:31][CH3:32])([CH3:33])[CH3:34].[Cl:58][CH2:59][Cl:60].[OH:44][n:45]1[c:46]2[n:47][cH:48][cH:49][cH:50][c:51]2[n:52][n:53]1>>[CH3:1][O:2][CH2:3][CH2:4][N:5]([c:6]1[cH:7][c:8]([C:9](=[O:10])[NH:43][NH:42][C:35](=[O:36])[O:37][C:38]([CH3:39])([CH3:40])[CH3:41])[cH:12][c:13]([N:15]([S:16](=[O:17])(=[O:18])[CH3:19])[CH3:20])[n:14]1)[CH2:21][CH:22]1[CH:23]([CH3:25])[CH2:24]1. The reactants are CC=1N=C(SC1)[C@@H]1NCCC1 ((R)-4-methyl-2-(pyrrolidin-2-yl)thiazole), C(=O)(OCC1=CC=CC=C1)N1[C@H](C(=O)O)CCC1 (Cbz-L-proline). The product is CC=1N=C(SC1)[C@H]1NCCC1 ((S)-4-methyl-2-(pyrrolidin-2-yl)thiazole). As a reaction SMILES: [CH3:1][C:2]1[N:3]=[C:4]([C@H:7]2[CH2:11][CH2:10][CH2:9][NH:8]2)[S:5][CH:6]=1.C(N1CCC[C@H]1C(O)=O)(OCC1C=CC=CC=1)=O>>[CH3:1][C:2]1[N:3]=[C:4]([C@@H:7]2[CH2:11][CH2:10][CH2:9][NH:8]2)[S:5][CH:6]=1. Reported procedure: (S)-4-methyl-2-(pyrrolidin-2-yl)thiazole was prepared following the same procedure as in the preparation of (R)-4-methyl-2-(pyrrolidin-2-yl)thiazole starting from the commercially available Cbz-L-proline (Aldrich).